Dataset: the Open Reaction Database (ORD), a public repository of structured organic reaction records. Task: describe an organic reaction: reactants, conditions, products, and yield Reactants: CS(=O)(=O)O[C@@H](C)C=1NC(C2=C(N1)N(N=C2)C2CCOCC2)=O ((1S)-1-[4-oxo-1-(tetrahydro-2H-pyran-4-yl)-4,5-dihydro-1H-pyrazolo[3,4-d]pyrimidin-6-yl]ethyl methanesulfonate), O[C@@H](C)C=1NC(C2=C(N1)N(N=C2)C2CCOCC2)=O (6-[(1S)-1-hydroxyethyl]-1-(tetrahydro-2H-pyran-4-yl)-1,5-dihydro-4H-pyrazolo[3,4-d]pyrimidin-4-one). The product is CS(=O)(=O)O[C@@H](C)C=1NC(C2=C(N1)N(N=C2)C2CCC2)=O ((1S)-1-(1-cyclobutyl-4-oxo-4,5-dihydro-1H-pyrazolo[3,4-d]pyrimidin-6-yl)ethyl methanesulfonate). RXN SMILES: [CH3:1][S:2]([O:5][C@H:6]([C:8]1[NH:9][C:10](=[O:23])[C:11]2[CH:16]=[N:15][N:14]([CH:17]3[CH2:22][CH2:21]OC[CH2:18]3)[C:12]=2[N:13]=1)[CH3:7])(=[O:4])=[O:3].O[C@H](C1NC(=O)C2C=NN(C3CCOCC3)C=2N=1)C>>[CH3:1][S:2]([O:5][C@H:6]([C:8]1[NH:9][C:10](=[O:23])[C:11]2[CH:16]=[N:15][N:14]([CH:17]3[CH2:22][CH2:21][CH2:18]3)[C:12]=2[N:13]=1)[CH3:7])(=[O:3])=[O:4]. Procedure: Compound C18 was prepared according to the general procedure for the synthesis of C5 in Example 1, except that C17 was used in place of C4, and the chromatographic purification was carried out with 0.5% to 1% MeOH in chloroform, rather than 0% to 5% MeOH in dichloromethane, to provide C18 as a solid. Yield: 6.0 g, 19.2 mmol, 79%. LCMS m/z 311.4 (M−1). 1H NMR (400 MHz, CDCl3) 1.85 (d, J=6.6 Hz, 3H), 1.93 (m, 2H), 2.46 (m, 2H), 2.78 (m, 2H), 3.23 (s, 3H), 5.29 (m, 1H), 5.69 (q, J=6.6 Hz, 1H), 8.08... Reactants: O=C([O-])O, CCO, [Cl-], Cc1nn(-c2cccc([N+](=O)[O-])c2)c2c1C(=O)CC(C)(C)C2, [Na+], O, O. The product is Cc1nn(-c2cccc(N)c2)c2c1C(=O)CC(C)(C)C2. Reaction SMILES: [C:26](=[O:27])([OH:28])[O-:29].[CH3:31][CH2:32][OH:33].[Cl-:3].[N+:4]([O-:5])(=[O:6])[c:7]1[cH:8][c:9](-[n:13]2[n:14][c:15]([CH3:25])[c:16]3[c:21]2[CH2:20][C:19]([CH3:22])([CH3:23])[CH2:18][C:17]3=[O:24])[cH:10][cH:11][cH:12]1.[Na+:30].[OH2:1].[OH2:2]>>[NH2:4][c:7]1[cH:8][c:9](-[n:13]2[n:14][c:15]([CH3:25])[c:16]3[c:21]2[CH2:20][C:19]([CH3:22])([CH3:23])[CH2:18][C:17]3=[O:24])[cH:10][cH:11][cH:12]1. Starting materials: C([O-])([O-])=O.[K+].[K+] (potassium carbonate), final mixture, BrC1=C(C(=CC=2NC3=CC=C(C=C3SC12)OC)OC)O (4-bromo-2,7-dimethoxy-3-hydroxy-10H-phenothiazine), CI (methyliodide), C([O-])([O-])=O.[K+].[K+] (potassium carbonate). Solvent: O (water), C(C)(=O)OCC (ethyl acetate), CN(C)C=O (DMF). Conditions: time 15 minute. Yields the product BrC1=C(C(=CC=2NC3=CC=C(C=C3SC12)OC)OC)OC (4-Bromo-2,3,7-trimethoxy-10H-phenothiazine). Yield: 36.7%. Reaction SMILES: [Br:1][C:2]1[C:15]2[S:14][C:13]3[C:8](=[CH:9][CH:10]=[C:11]([O:16][CH3:17])[CH:12]=3)[NH:7][C:6]=2[CH:5]=[C:4]([O:18][CH3:19])[C:3]=1[OH:20].CI.[C:23](=O)([O-])[O-].[K+].[K+]>CN(C=O)C.O.C(OCC)(=O)C>[Br:1][C:2]1[C:15]2[S:14][C:13]3[C:8](=[CH:9][CH:10]=[C:11]([O:16][CH3:17])[CH:12]=3)[NH:7][C:6]=2[CH:5]=[C:4]([O:18][CH3:19])[C:3]=1[O:20][CH3:23] |f:2.3.4|. Procedure details: To a solution of 4-bromo-2,7-dimethoxy-3-hydroxy-10H-phenothiazine (3.54 g) and methyliodide (2.5 ml) in DMF (20 ml) there was added pulverized potassium carbonate (1.3 g). The reaction mixture was stirred at room temperature. After 15 minutes, another addition of potassium carbonate (1 gram) was made, followed by two other such additions at 15-minute intervals. The final mixture was stirred for a further 15 minutes, then it was diluted with water (100 ml) and ethyl acetate (100 ml). The organic... The reactants are O=C([O-])O, CO, N#Cc1cnc2cnc(F)cc2c1Cl, [Na+], Nc1ccc(Oc2ccccc2)cc1. The product is N#Cc1cnc2cnc(F)cc2c1Nc1ccc(Oc2ccccc2)cc1. Reaction SMILES: [C:29](=[O:30])([OH:31])[O-:32].[CH3:34][OH:35].[Cl:1][c:2]1[c:3]([C:13]#[N:14])[cH:4][n:5][c:6]2[cH:7][n:8][c:9]([F:12])[cH:10][c:11]12.[Na+:33].[O:15]([c:16]1[cH:17][cH:18][cH:19][cH:20][cH:21]1)[c:22]1[cH:23][cH:24][c:25]([NH2:26])[cH:27][cH:28]1>>[c:2]1([NH:26][c:25]2[cH:24][cH:23][c:22]([O:15][c:16]3[cH:17][cH:18][cH:19][cH:20][cH:21]3)[cH:28][cH:27]2)[c:3]([C:13]#[N:14])[cH:4][n:5][c:6]2[cH:7][n:8][c:9]([F:12])[cH:10][c:11]12. Starting materials: CN1C(=NC(=CC1=O)N1CCOCC1)CC(=O)[O-].[Na+] (sodium [1-methyl-4-(morpholin-4-yl)-6-oxo-1,6-dihydropyrimidin-2-yl]acetate), C1(CC1)C=1C=C(N)C=CC1 (3-cyclopropylaniline), Cl.CN(CCCN=C=NCC)C (N-[3-(dimethylamino)propyl]-N′-ethylcarbodiimide hydrochloride), C(Cl)Cl.CO (CH2Cl2 MeOH). The solvent is N1=CC=CC=C1 (pyridine), CN(C=O)C (N,N-dimethylformamide). Yields the product C1(CC1)C=1C=C(C=CC1)NC(CC=1N(C(C=C(N1)N1CCOCC1)=O)C)=O (N-(3-cyclopropylphenyl)-2-[1-methyl-4-(morpholin-4-yl)-6-oxo-1,6-dihydropyrimidin-2-yl]acetamide). The yield is 48.2%. RXN SMILES: [CH3:1][N:2]1[C:7](=[O:8])[CH:6]=[C:5]([N:9]2[CH2:14][CH2:13][O:12][CH2:11][CH2:10]2)[N:4]=[C:3]1[CH2:15][C:16]([O-:18])=O.[Na+].[CH:20]1([C:23]2[CH:24]=[C:25]([CH:27]=[CH:28][CH:29]=2)[NH2:26])[CH2:22][CH2:21]1.Cl.CN(C)CCCN=C=NCC.C(Cl)Cl.CO>N1C=CC=CC=1.CN(C)C=O>[CH:20]1([C:23]2[CH:24]=[C:25]([NH:26][C:16](=[O:18])[CH2:15][C:3]3[N:2]([CH3:1])[C:7](=[O:8])[CH:6]=[C:5]([N:9]4[CH2:10][CH2:11][O:12][CH2:13][CH2:14]4)[N:4]=3)[CH:27]=[CH:28][CH:29]=2)[CH2:22][CH2:21]1 |f:0.1,3.4,5.6|. Reported procedure: The product is prepared according to the procedure described in example 5, using 200 mg of sodium [1-methyl-4-(morpholin-4-yl)-6-oxo-1,6-dihydropyrimidin-2-yl]acetate prepared in stage 1 of example 68, 194 mg of 3-cyclopropylaniline (prepared according to Wallace et al. in Tetrahedron Lett. 2002, 43, 6987), and 185 mg of N-[3-(dimethylamino)propyl]-N′-ethylcarbodiimide hydrochloride in a mixture of 0.12 ml of pyridine and 4 ml of N,N-dimethylformamide. After extractions with ethyl acetate and si... The reactants are tosylated alcohol, CS(=O)(=O)C1=CC=C(C=C1)C#CCCCO (5-(4-methanesulfonylphenyl)pent-4-yn-1-ol), [Na+].[I-] (NaI). The product is ICCCC#CC1=CC=C(C=C1)S(=O)(=O)C (1-(5-Iodo-pent-1-ynyl)-4-methanesulfonylbenzene). As a reaction SMILES: [CH3:1][S:2]([C:5]1[CH:10]=[CH:9][C:8]([C:11]#[C:12][CH2:13][CH2:14][CH2:15]O)=[CH:7][CH:6]=1)(=[O:4])=[O:3].[Na+].[I-:18]>>[I:18][CH2:15][CH2:14][CH2:13][C:12]#[C:11][C:8]1[CH:9]=[CH:10][C:5]([S:2]([CH3:1])(=[O:4])=[O:3])=[CH:6][CH:7]=1 |f:1.2|. Procedure details: Preparation of the title compound with tosylated alcohol of Example 19, 5-(4-methanesulfonylphenyl)pent-4-yn-1-ol (3.14 g, 8.35 mmol), NaI (6.26 g, 41.76 mmol) following the procedure of Example 54 yielded 2.8 g (96%) of the title compound as a red oil: NMR (CDCl3) δ 2.06-2.15 (m, 2H), 2.58-2.63 (t, J=6.78, 2H), 3.04 (s, 3H), 3.33-3.37 (t, J=6.69, 2H), 7.57 (d, J=1.77, 2H), 7.85 (d, J=4.95, 2H). MS m/z 348.9 (M+H cald. for C12H13IO2S 348=349.2). Reactants: F[B-](F)(F)F, CO, ClCCl, [H][H], COC(=O)C(=Cc1cc(C)c(N)c(C)c1)C(=O)OCc1ccccc1, [Rh+]. Yields the product COC(=O)C(Cc1cc(C)c(N)c(C)c1)C(=O)OCc1ccccc1. As a reaction SMILES: [B-:31]([F:32])([F:33])([F:34])[F:35].[CH3:37][OH:38].[Cl:26][CH2:27][Cl:28].[H:29][H:30].[NH2:1][c:2]1[c:3]([CH3:25])[cH:4][c:5]([CH:9]=[C:10]([C:11](=[O:12])[O:13][CH3:14])[C:15](=[O:16])[O:17][CH2:18][c:19]2[cH:20][cH:21][cH:22][cH:23][cH:24]2)[cH:6][c:7]1[CH3:8].[Rh+:36]>>[NH2:1][c:2]1[c:3]([CH3:25])[cH:4][c:5]([CH2:9][CH:10]([C:11](=[O:12])[O:13][CH3:14])[C:15](=[O:16])[O:17][CH2:18][c:19]2[cH:20][cH:21][cH:22][cH:23][cH:24]2)[cH:6][c:7]1[CH3:8].